From a dataset of the Open Reaction Database (ORD), a public repository of structured organic reaction records. describe an organic reaction: reactants, conditions, products, and yield Solvent: C1CCOC1 (THF). Reaction SMILES: [Cl:1][C:2]1[C:3]([N:8]2[C:12]([C:13]3[O:26][C:25](=[O:27])[C:24]4[C:15](=[C:16]([O:32][CH3:33])[C:17]5[C:22]([CH:23]=4)=[N:21][C:20]([C:28]([F:31])([F:30])[F:29])=[CH:19][CH:18]=5)[N:14]=3)=[CH:11][C:10]([C:34]([F:37])([F:36])[F:35])=[N:9]2)=[N:4][CH:5]=[CH:6][CH:7]=1.[CH3:38][NH2:39]>C1COCC1>[CH3:38][NH:39][C:25]([C:24]1[CH:23]=[C:22]2[C:17]([CH:18]=[CH:19][C:20]([C:28]([F:29])([F:30])[F:31])=[N:21]2)=[C:16]([O:32][CH3:33])[C:15]=1[NH:14][C:13]([C:12]1[N:8]([C:3]2[C:2]([Cl:1])=[CH:7][CH:6]=[CH:5][N:4]=2)[N:9]=[C:10]([C:34]([F:35])([F:37])[F:36])[CH:11]=1)=[O:26])=[O:27]. The reactants are ClC=1C(=NC=CC1)N1N=C(C=C1C1=NC2=C(C3=CC=C(N=C3C=C2C(O1)=O)C(F)(F)F)OC)C(F)(F)F (2-[2-(3-Chloro-pyridin-2-yl)-5-trifluoromethyl-2H-pyrazol-3-yl]-9-methoxy-6-trifluoromethyl-3-oxa-1,5-diaza-anthracen-4-one), CN (methylamine). Procedure: 2-[2-(3-Chloro-pyridin-2-yl)-5-trifluoromethyl-2H-pyrazol-3-yl]-9-methoxy-6-trifluoromethyl-3-oxa-1,5-diaza-anthracen-4-one is reacted with methylamine in THF analogously to the procedure given in step i) of example H-18. The title product is obtained as yellow crystals after flash column chromatography eluting with 1:1 hexane:ethyl acetate. m.p.: 209-211° C. Yields the product CNC(=O)C1=C(C(=C2C=CC(=NC2=C1)C(F)(F)F)OC)NC(=O)C=1N(N=C(C1)C(F)(F)F)C1=NC=CC=C1Cl (6-{[2-(3-Chloro-pyridin-2-yl)-5-trifluoromethyl-2H-pyrazole-3-carbonyl]-amino}-5-methoxy-2-trifluoromethyl-quinoline-7-carboxylic acid methyl amide).